Dataset: the Open Reaction Database (ORD), a public repository of structured organic reaction records. Task: describe an organic reaction: reactants, conditions, products, and yield The reactants are [Al+3], C1CCOC1, COC(=O)c1nc(NC(=O)c2c(F)cccc2F)sc1-c1cccc(F)c1, [H-], [H-], [H-], [H-], [Li+]. Yields the product O=C(Nc1nc(CO)c(-c2cccc(F)c2)s1)c1c(F)cccc1F. Reaction SMILES: [Al+3:29].[CH2:34]1[O:35][CH2:36][CH2:37][CH2:38]1.[F:1][c:2]1[c:3]([C:4](=[O:5])[NH:6][c:7]2[s:8][c:9](-[c:16]3[cH:17][c:18]([F:22])[cH:19][cH:20][cH:21]3)[c:10]([C:12](=[O:13])[O:14][CH3:15])[n:11]2)[c:23]([F:27])[cH:24][cH:25][cH:26]1.[H-:28].[H-:31].[H-:32].[H-:33].[Li+:30]>>[F:1][c:2]1[c:3]([C:4](=[O:5])[NH:6][c:7]2[s:8][c:9](-[c:16]3[cH:17][c:18]([F:22])[cH:19][cH:20][cH:21]3)[c:10]([CH2:12][OH:13])[n:11]2)[c:23]([F:27])[cH:24][cH:25][cH:26]1. Solvent: C(Cl)(Cl)Cl (chloroform), C(Cl)(Cl)Cl (chloroform). Procedure details: 3,4-Dibromobenzoic acid (28 g, described by Miller, J.C.S. 61, 1033 (1892)) was suspended with stirring in toluene (150 ml) at 50° C. Sodium dihydrobis(2-methoxyethoxy)aluminate (70% w/v, in toluene, 52 ml) was added over 30 minutes at 50° C. The mixture was heated on a steam bath for 1 hour, cooled to 20° C. and hydrolysed by the addition of hydrochloric acid (6N; 150 ml) with cooling. The mixture was separated and the aqueous phase was extracted with diethyl ether (100 ml). The combined organi... Reaction SMILES: [Br:1][C:2]1[CH:3]=[C:4]([CH:7]=[CH:8][C:9]=1[Br:10])[CH2:5]O.S(Cl)([Cl:13])=O>C(Cl)(Cl)Cl>[Br:1][C:2]1[CH:3]=[C:4]([CH:7]=[CH:8][C:9]=1[Br:10])[CH2:5][Cl:13]. Yields the product BrC=1C=C(CCl)C=CC1Br (3,4-Dibromobenzyl chloride). Reactants: BrC=1C=C(CO)C=CC1Br (3,4-dibromobenzyl alcohol), S(=O)(Cl)Cl (Thionyl chloride).